From a dataset of the Open Reaction Database (ORD), a public repository of structured organic reaction records. describe an organic reaction: reactants, conditions, products, and yield The reactants are C(C(C)C)C1C(C1)CCC(=O)Cl (2-isobutylcyclopropanepropionyl chloride), C1(CCCCC1)C(=O)Cl (cyclohexanecarbonyl chloride), C(C)(C)(C)NCC(=O)C1=CC(=C(C=C1)OC(CCC1C(C1)CC(C)C)=O)OC(CCC1C(C1)CC(C)C)=O (3,4-bis(2-isobutylcyclopropanepropionyloxy)phenyl tert-butylaminomethyl ketone). Yields the product C(C(C)C)C1C(C1)CCC(=O)OC=1C=C(C(CNC(C)(C)C)O)C=CC1OC(CCC1C(C1)CC(C)C)=O (3,4-bis(2-isobutylcyclopropanepropionyloxy)-alpha-(-tert-butylaminomethyl)benzyl alcohol). As a reaction SMILES: C(C1CC1CCC(Cl)=O)C(C)C.C1(C(Cl)=O)CCCCC1.[C:22]([NH:26][CH2:27][C:28]([C:30]1[CH:35]=[CH:34][C:33]([O:36][C:37](=[O:47])[CH2:38][CH2:39][CH:40]2[CH2:42][CH:41]2[CH2:43][CH:44]([CH3:46])[CH3:45])=[C:32]([O:48][C:49](=[O:59])[CH2:50][CH2:51][CH:52]2[CH2:54][CH:53]2[CH2:55][CH:56]([CH3:58])[CH3:57])[CH:31]=1)=[O:29])([CH3:25])([CH3:24])[CH3:23]>>[CH2:55]([CH:53]1[CH2:54][CH:52]1[CH2:51][CH2:50][C:49]([O:48][C:32]1[CH:31]=[C:30]([CH:35]=[CH:34][C:33]=1[O:36][C:37](=[O:47])[CH2:38][CH2:39][CH:40]1[CH2:42][CH:41]1[CH2:43][CH:44]([CH3:46])[CH3:45])[CH:28]([OH:29])[CH2:27][NH:26][C:22]([CH3:23])([CH3:24])[CH3:25])=[O:59])[CH:56]([CH3:57])[CH3:58]. Procedure details: When 2-isobutylcyclopropanepropionyl chloride is substituted for the cyclohexanecarbonyl chloride in the procedure described in Example 15A above, the acylation product obtained is 3,4-bis(2-isobutylcyclopropanepropionyloxy)phenyl tert-butylaminomethyl ketone; and when this product is catalytically hydrogenated using the procedure described in Example 15B above, there is obtained 3,4-bis(2-isobutylcyclopropanepropionyloxy)-alpha-(-tert-butylaminomethyl)benzyl alcohol. Reactants: CO, CO, Cc1cc(N2C=CNC2[N+](=O)[O-])ccn1, N. As a reaction SMILES: [CH3:16][OH:17].[CH3:19][OH:20].[N+:1]([O-:2])(=[O:3])[CH:4]1[NH:5][CH:6]=[CH:7][N:8]1[c:9]1[cH:10][c:11]([CH3:15])[n:12][cH:13][cH:14]1.[NH3:18]>>[NH2:1][CH:4]1[NH:5][CH:6]=[CH:7][N:8]1[c:9]1[cH:10][c:11]([CH3:15])[n:12][cH:13][cH:14]1. Product: Cc1cc(N2C=CNC2N)ccn1.